From a dataset of the Open Reaction Database (ORD), a public repository of structured organic reaction records. describe an organic reaction: reactants, conditions, products, and yield Starting materials: ClC1=C2C=CC(=NC2=NC=C1)C (5-Chloro-2-methyl-[1,8]naphthyridine), NC1=C(C=CC(=C1)Br)SC1=CC=C(C=C1)NC(C)=O (N-[4-(2-Amino-4-bromo-phenylsulfanyl)-phenyl]-acetamide). Solvent: C(C)O (ethanol). Product: BrC1=CC(=C(C=C1)SC1=CC=C(C=C1)NC(C)=O)NC1=CC=NC2=NC(=CC=C12)C (N-{4-[4-Bromo-2-(7-methyl-[1,8]naphthyridin-4-ylamino)-phenylsulfanyl]-phenyl}-acetamide). As a reaction SMILES: Cl[C:2]1[CH:11]=[CH:10][N:9]=[C:8]2[C:3]=1[CH:4]=[CH:5][C:6]([CH3:12])=[N:7]2.[NH2:13][C:14]1[CH:19]=[C:18]([Br:20])[CH:17]=[CH:16][C:15]=1[S:21][C:22]1[CH:27]=[CH:26][C:25]([NH:28][C:29](=[O:31])[CH3:30])=[CH:24][CH:23]=1>C(O)C>[Br:20][C:18]1[CH:17]=[CH:16][C:15]([S:21][C:22]2[CH:23]=[CH:24][C:25]([NH:28][C:29](=[O:31])[CH3:30])=[CH:26][CH:27]=2)=[C:14]([NH:13][C:2]2[C:3]3[C:8](=[N:7][C:6]([CH3:12])=[CH:5][CH:4]=3)[N:9]=[CH:10][CH:11]=2)[CH:19]=1. Procedure: The product from Example 1d (106 mg, 0.59 mmol) was reacted in ethanol (2 mL) with the product from Example 106b (200 mg, 0.59 mmol) for 18 h following the procedure from Example 1g giving the crude title compound which was purified by HPLC with TFA providing the product as a trifluoroacetic acid salt (53 mg, 19%). 1H NMR (300 MHz, DMSO-d6) δ ppm: 2.05 (s, 3H) 2.77 (s, 3H), 6.41 (d, J=6.99 Hz, 1H), 7.02 (d, J=8.82 Hz, 1H), 7.33 (d, J=8.46 Hz, 2H), 7.58 (d, J=8.82 Hz, 2H), 7.65 (dd, J=8.46, 2.21 ...